Dataset: the Open Reaction Database (ORD), a public repository of structured organic reaction records. Task: describe an organic reaction: reactants, conditions, products, and yield Starting materials: CC1(C)OC(=O)Nc2ccc(Br)cc21, CC(C)(C)OC(=O)n1cccc1B(O)O, O=C([O-])[O-], O=C([O-])O, Cc1ccccc1, CCO, [K+], [K+], [Na+], O, c1ccc(P(c2ccccc2)(c2ccccc2)[Pd](P(c2ccccc2)(c2ccccc2)c2ccccc2)(P(c2ccccc2)(c2ccccc2)c2ccccc2)P(c2ccccc2)(c2ccccc2)c2ccccc2)cc1. Yields the product CC(C)(C)OC(=O)n1cccc1-c1ccc2c(c1)C(C)(C)OC(=O)N2. RXN SMILES: [Br:1][c:2]1[cH:3][c:4]2[c:5]([cH:13][cH:14]1)[NH:6][C:7](=[O:12])[O:8][C:9]2([CH3:10])[CH3:11].[C:15]([CH3:16])([CH3:17])([CH3:18])[O:19][C:20](=[O:21])[n:22]1[c:23]([B:27]([OH:28])[OH:29])[cH:24][cH:25][cH:26]1.[C:30](=[O:31])([O-:32])[O-:33].[C:36](=[O:37])([OH:38])[O-:39].[CH3:41][c:42]1[cH:43][cH:44][cH:45][cH:46][cH:47]1.[CH3:48][CH2:49][OH:50].[K+:34].[K+:35].[Na+:40].[OH2:51].[cH:52]1[cH:53][cH:54][c:55]([P:56]([Pd:57]([P:58]([c:59]2[cH:60][cH:61][cH:62][cH:63][cH:64]2)([c:65]2[cH:66][cH:67][cH:68][cH:69][cH:70]2)[c:71]2[cH:72][cH:73][cH:74][cH:75][cH:76]2)([P:77]([c:78]2[cH:79][cH:80][cH:81][cH:82][cH:83]2)([c:84]2[cH:85][cH:86][cH:87][cH:88][cH:89]2)[c:90]2[cH:91][cH:92][cH:93][cH:94][cH:95]2)[P:96]([c:97]2[cH:98][cH:99][cH:100][cH:101][cH:102]2)([c:103]2[cH:104][cH:105][cH:106][cH:107][cH:108]2)[c:109]2[cH:110][cH:111][cH:112][cH:113][cH:114]2)([c:115]2[cH:116][cH:117][cH:118][cH:119][cH:120]2)[c:121]2[cH:122][cH:123][cH:124][cH:125][cH:126]2)[cH:127][cH:128]1>>[c:2]1(-[c:23]2[n:22]([C:20]([O:19][C:15]([CH3:16])([CH3:17])[CH3:18])=[O:21])[cH:26][cH:25][cH:24]2)[cH:3][c:4]2[c:5]([cH:13][cH:14]1)[NH:6][C:7](=[O:12])[O:8][C:9]2([CH3:10])[CH3:11]. Starting materials: ClCCl, CC[N+](CC)(CC)Cc1ccccc1, ClC(Cl)Cl, [Cl-], [Na+], [OH-], Nc1ccccc1-c1ccccc1. Product: [C-]#[N+]c1ccccc1-c1ccccc1. Reaction SMILES: [CH2:14]([Cl:15])[Cl:16].[CH2:20]([N+:21]([CH2:22][CH3:23])([CH2:24][CH3:25])[CH2:26][CH3:27])[c:28]1[cH:29][cH:30][cH:31][cH:32][cH:33]1.[CH:34]([Cl:35])([Cl:36])[Cl:37].[Cl-:19].[Na+:18].[OH-:17].[c:1]1(-[c:7]2[c:8]([NH2:9])[cH:10][cH:11][cH:12][cH:13]2)[cH:2][cH:3][cH:4][cH:5][cH:6]1>>[c:1]1(-[c:7]2[c:8]([N+:9]#[C-:14])[cH:10][cH:11][cH:12][cH:13]2)[cH:2][cH:3][cH:4][cH:5][cH:6]1.